Dataset: the Open Reaction Database (ORD), a public repository of structured organic reaction records. Task: describe an organic reaction: reactants, conditions, products, and yield Procedure details: Following a procedure similar to that described in Example 2A above, when 3-hydroxy-4-(p-toluyloxy)phenyl tert-butylaminomethyl ketone is interacted with one equivalent of sodium methoxide and the resulting sodium phenolate salt is reacted with docosanoyl chloride there is obtained 3-(docosanoyloxy)-4-(p-toluyloxy)phenyl tert-butylaminomethyl ketone which reacts with methanesulfonic acid to yield the methanesulfonate salt. When this methanesulfonate is catalytically hydrogenated, using the proce... Starting materials: C(C)(C)(C)NCC(=O)C1=CC(=C(C=C1)OC1=CC=C(C=C1)C)O (3-hydroxy-4-(p-toluyloxy)phenyl tert-butylaminomethyl ketone), C[O-].[Na+] (sodium methoxide), C1(=CC=CC=C1)[O-].[Na+] (sodium phenolate salt), C(CCCCCCCCCCCCCCCCCCCCC)(=O)Cl (docosanoyl chloride). Product: C(C)(C)(C)NCC(=O)C1=CC(=C(C=C1)OC1=CC=C(C=C1)C)OC(CCCCCCCCCCCCCCCCCCCCC)=O (3-(docosanoyloxy)-4-(p-toluyloxy)phenyl tert-butylaminomethyl ketone). RXN SMILES: [C:1]([NH:5][CH2:6][C:7]([C:9]1[CH:14]=[CH:13][C:12]([O:15][C:16]2[CH:21]=[CH:20][C:19]([CH3:22])=[CH:18][CH:17]=2)=[C:11]([OH:23])[CH:10]=1)=[O:8])([CH3:4])([CH3:3])[CH3:2].C[O-].[Na+].C1([O-])C=CC=CC=1.[Na+].[C:35](Cl)(=[O:57])[CH2:36][CH2:37][CH2:38][CH2:39][CH2:40][CH2:41][CH2:42][CH2:43][CH2:44][CH2:45][CH2:46][CH2:47][CH2:48][CH2:49][CH2:50][CH2:51][CH2:52][CH2:53][CH2:54][CH2:55][CH3:56]>>[C:1]([NH:5][CH2:6][C:7]([C:9]1[CH:14]=[CH:13][C:12]([O:15][C:16]2[CH:21]=[CH:20][C:19]([CH3:22])=[CH:18][CH:17]=2)=[C:11]([O:23][C:35](=[O:57])[CH2:36][CH2:37][CH2:38][CH2:39][CH2:40][CH2:41][CH2:42][CH2:43][CH2:44][CH2:45][CH2:46][CH2:47][CH2:48][CH2:49][CH2:50][CH2:51][CH2:52][CH2:53][CH2:54][CH2:55][CH3:56])[CH:10]=1)=[O:8])([CH3:4])([CH3:3])[CH3:2] |f:1.2,3.4|. The reactants are FCC(CC(=O)OCC)=O (Ethyl 4-fluoro-3-oxobutanoate), COCCO (2-methoxyethanol). Product: FCC(CC(=O)OCCOC)=O (2-Methoxyethyl 4-fluoro-3-oxobutanoate). Reaction SMILES: [F:1][CH2:2][C:3](=[O:10])[CH2:4][C:5]([O:7][CH2:8][CH3:9])=[O:6].[CH3:11][O:12]CCO>>[F:1][CH2:2][C:3](=[O:10])[CH2:4][C:5]([O:7][CH2:8][CH2:9][O:12][CH3:11])=[O:6]. Reported procedure: Ethyl 4-fluoro-3-oxobutanoate (2.1 g) was heated at reflux in 2-methoxyethanol (10 ml) for 3 hours. The solvent was removed in vacuo and the residue distilled to give the title compound as a colourless oil (1.75 g). Nmr (CDCl3)δ4.9 (d,2H,J-48 Hz), 3.4 (s,3H). Starting materials: CS(=O)(=O)C1=NC=CC(=N1)N1C=NC2=C1C=CC=C2 (2-Methanesulfonyl-4-[benzimidazol-1-yl]pyrimidine), C1(=CC=CC=C1)[C@@H](CO)N ((S)-1-phenyl-2-hydroxyethylamine). Product: C1(=CC=CC=C1)[C@@H](CO)NC1=NC=CC(=N1)N1C=NC2=C1C=CC=C2 (2-[(S)-1-Phenyl-2-hydroxyethylamino]-4-[benzimidazol-1-yl]pyrimidine). As a reaction SMILES: CS([C:5]1[N:10]=[C:9]([N:11]2[C:15]3[CH:16]=[CH:17][CH:18]=[CH:19][C:14]=3[N:13]=[CH:12]2)[CH:8]=[CH:7][N:6]=1)(=O)=O.[C:20]1([C@H:26]([NH2:29])[CH2:27][OH:28])[CH:25]=[CH:24][CH:23]=[CH:22][CH:21]=1>>[C:20]1([C@H:26]([NH:29][C:5]2[N:10]=[C:9]([N:11]3[C:15]4[CH:16]=[CH:17][CH:18]=[CH:19][C:14]=4[N:13]=[CH:12]3)[CH:8]=[CH:7][N:6]=2)[CH2:27][OH:28])[CH:25]=[CH:24][CH:23]=[CH:22][CH:21]=1. Reported procedure: 2-Methanesulfonyl-4-[benzimidazol-1-yl]pyrimidine was reacted with (S)-1-phenyl-2-hydroxyethylamine according to the procedure described in EXAMPLE 1, Step C to afford the title compound. Mass Spectrum (CI): m/e 332.2 (M+1). 1H NMR (500 Mz, CD3OD): δ partial 8.58 (br s, 1H); 8.38 (s, 1H); 7.69 (d, J=7.3 Hz, 1H); 7.47 (d, J=7.3 Hz, 2H); 7.02 (d, J=5.5 Hz, 1H); 5.16 (s, 1H); 3.81-3.91 (m, 2H). Starting materials: OC1=CC2=C(SC3=C(CC2)C(=CC=C3)C(=O)O)C=C1 (2-hydroxy-9-carboxy-10,11-dihydrodibenzo[ b,f] thiepin), C(C)O (ethanol), Cl (hydrogen chloride). Run in C(C)(=O)OCC.C1=CC=CC=C1 (ethyl acetate benzene). Yields the product OC1=CC2=C(SC3=C(CC2)C(=CC=C3)C(=O)OCC)C=C1 (2-hydroxy-9-ethoxycarbonyl-10,11-dihydrodibenzo[b,f]thiepin). Yield: 85.0%. Reaction SMILES: [OH:1][C:2]1[CH:19]=[CH:18][C:5]2[S:6][C:7]3[CH:14]=[CH:13][CH:12]=[C:11]([C:15]([OH:17])=[O:16])[C:8]=3[CH2:9][CH2:10][C:4]=2[CH:3]=1.Cl.[CH2:21](O)[CH3:22]>C(OCC)(=O)C.C1C=CC=CC=1>[OH:1][C:2]1[CH:19]=[CH:18][C:5]2[S:6][C:7]3[CH:14]=[CH:13][CH:12]=[C:11]([C:15]([O:17][CH2:21][CH3:22])=[O:16])[C:8]=3[CH2:9][CH2:10][C:4]=2[CH:3]=1 |f:3.4|. Procedure details: An amount of 1.7 g of 2-hydroxy-9-carboxy-10,11-dihydrodibenzo[ b,f] thiepin was dissolved in 50 ml of anhydrous ethanol and the mixture was refluxed for 3 hours, while hydrogen chloride gas was bubbled into the mixture. The solvent was distilled off to obtain the residue which was dissolved in the mixed solvent of ethyl acetate-benzene. The solution was washed with saturated sodium chloride solution and freed of solvent by distillation to obtain 1.6 g (85%) of 2-hydroxy-9-ethoxycarbonyl-10,11-d... The reactants are NC1=CC=C2C(C(=O)NC2=O)=C1 (5-Aminophthalimide), ClC1=C(C(=CC(=C1)Cl)Cl)N=C=O (2,4,6-trichlorophenyl isocyanate). Solvent: C1(=CC=CC=C1)C (toluene). Run at temperature 110 celsius, time 4 hour. The product is O=C1NC(C2=CC(=CC=C12)NC(=O)NC1=C(C=C(C=C1Cl)Cl)Cl)=O (N-(1,3-Dioxo-2,3-dihydro-1H-5-isoindolyl)-N′-(2,4,6-trichlorophenyl)urea). RXN SMILES: [NH2:1][C:2]1[CH:12]=[C:6]2[C:7]([NH:9][C:10](=[O:11])[C:5]2=[CH:4][CH:3]=1)=[O:8].[Cl:13][C:14]1[CH:19]=[C:18]([Cl:20])[CH:17]=[C:16]([Cl:21])[C:15]=1[N:22]=[C:23]=[O:24]>C1(C)C=CC=CC=1>[O:11]=[C:10]1[C:5]2[C:6](=[CH:12][C:2]([NH:1][C:23]([NH:22][C:15]3[C:16]([Cl:21])=[CH:17][C:18]([Cl:20])=[CH:19][C:14]=3[Cl:13])=[O:24])=[CH:3][CH:4]=2)[C:7](=[O:8])[NH:9]1. Procedure details: 5-Aminophthalimide (100 mg, 0.62 mmol) and 2,4,6-trichlorophenyl isocyanate (150.9 mg, 0.68 mmol) were dissolved in toluene, and the mixture was then stirred at 110° C. for 4 hr. Starting materials: O=C1OCC2CC12c1ccc(Cl)c(Cl)c1, C1CCOC1. Yields the product OCC1CC1(CO)c1ccc(Cl)c(Cl)c1. RXN SMILES: [Cl:1][c:2]1[cH:3][c:4]([C:9]23[C:10](=[O:15])[O:11][CH2:12][CH:13]2[CH2:14]3)[cH:5][cH:6][c:7]1[Cl:8].[O:16]1[CH2:17][CH2:18][CH2:19][CH2:20]1>>[Cl:1][c:2]1[cH:3][c:4]([C:9]2([CH2:10][OH:15])[CH:13]([CH2:12][OH:11])[CH2:14]2)[cH:5][cH:6][c:7]1[Cl:8]. RXN SMILES: [CH3:1][O:2][C:3](=[O:21])[C:4]1[CH:9]=[C:8](C#C[Si](C)(C)C)[C:7]([NH:16][C:17](=O)[CH3:18])=[CH:6][C:5]=1[Cl:20].[F-].C([N+](CCCC)(CCCC)CCCC)CCC>C1COCC1>[Cl:20][C:5]1[CH:6]=[C:7]2[C:8]([CH:18]=[CH:17][NH:16]2)=[CH:9][C:4]=1[C:3]([O:2][CH3:1])=[O:21] |f:1.2|. Starting materials: COC(C1=C(C=C(C(=C1)C#C[Si](C)(C)C)NC(C)=O)Cl)=O (methyl-2-chloro-4-acetamido-5-(2-trimethylsilylethynyl)-benzoate), [F-].C(CCC)[N+](CCCC)(CCCC)CCCC (tetrabutyl ammonium fluoride). Procedure details: A solution of methyl-2-chloro-4-acetamido-5-(2-trimethylsilylethynyl)-benzoate (1.9 g, 5.9 mmol) in THF (15.0 mL) containing tetrabutyl ammonium fluoride (1.9 g, 6.0 mmol) was heated to reflux for 6 h under nitrogen. The reaction mixture was concentrated to dryness and the residue partitioned between ethyl acetate (25 mL) and water (25 mL). The organic layer was washed with water, dried (MgSO4) and concentrated to dryness. The residue was purified by silica gel flash chromatography using 25% eth... Run in C1CCOC1 (THF). The product is ClC1=C(C=C2C=CNC2=C1)C(=O)OC (methyl 6-chloro-1H-indole-5-carboxylate). Isolated yield 79.2%. Starting materials: [Si](C)(C)(C(C)(C)C)O[C@H]([C@H](C=1OC(=NN1)C1=CC=C(C=C1)C#N)NC1=C(C(=C(C#N)C=C1)Cl)C)C (4-((1R,2S)-2-(tert-butyldimethylsilyloxy)-1-(5-(4-cyanophenyl)-1,3,4-oxadiazol-2-yl)propylamino)-2-chloro-3-methylbenzonitrile), C1CCOC1 (THF), [F-].C(CCC)[N+](CCCC)(CCCC)CCCC (tetrabutylammonium fluoride), solution, C1CCOC1 (THF). Solvent: CCOC(=O)C (EtOAc). Reaction conditions: temperature -40 celsius. Product: ClC1=C(C#N)C=CC(=C1C)N[C@H]([C@H](C)O)C=1OC(=NN1)C1=CC=C(C=C1)C#N (2-chloro-4-((1R,2S)-1-(5-(4-cyanophenyl)-1,3,4-oxadiazol-2-yl)-2-hydroxypropylamino)-3-methylbenzonitrile). Reaction SMILES: [Si]([O:8][C@@H:9]([CH3:35])[C@@H:10]([NH:24][C:25]1[CH:32]=[CH:31][C:28]([C:29]#[N:30])=[C:27]([Cl:33])[C:26]=1[CH3:34])[C:11]1[O:12][C:13]([C:16]2[CH:21]=[CH:20][C:19]([C:22]#[N:23])=[CH:18][CH:17]=2)=[N:14][N:15]=1)(C(C)(C)C)(C)C.C1COCC1.[F-].C([N+](CCCC)(CCCC)CCCC)CCC>CCOC(C)=O>[Cl:33][C:27]1[C:26]([CH3:34])=[C:25]([NH:24][C@@H:10]([C:11]2[O:12][C:13]([C:16]3[CH:17]=[CH:18][C:19]([C:22]#[N:23])=[CH:20][CH:21]=3)=[N:14][N:15]=2)[C@@H:9]([OH:8])[CH3:35])[CH:32]=[CH:31][C:28]=1[C:29]#[N:30] |f:2.3|. Procedure: To a 25 mL round bottom flask equipped with a magnetic stirrer and a septum was added 4-((1R,2S)-2-(tert-butyldimethylsilyloxy)-1-(5-(4-cyanophenyl)-1,3,4-oxadiazol-2-yl)propylamino)-2-chloro-3-methylbenzonitrile (9.98 g, 19.6 mmol), followed by anhydrous THF (245 mL) under an atmosphere of nitrogen. The reaction mixture was cooled to −40° C. via a CO2/acetone bath. To this was added tetrabutylammonium fluoride as a 1M solution in THF (22.54 mL, 22.54 mmol) producing an instant color change to y... The reactants are BrC1=CC=C(C=C1)C(CCN1CCC(CC1)C=1C=C(C=CC1)NC(C(C)C)=O)O (N-(3-{1-[3-(4-bromophenyl)-3-hydroxypropyl]-4-piperidinyl}phenyl)-2-methylpropanamide), CC1=C(C=CC=C1)O (2-methylphenol). Product: BrC1=CC=C(C=C1)C(CCN1CCC(CC1)C=1C=C(C=CC1)NC(C(C)C)=O)OC1=C(C=CC=C1)C (N-(3-{1-[3-(4-BROMOPHENYL)-3-(2-METHYLPHENOXY)PROPYL]-4-PIPERIDINYL}PHENYL)-2-METHYLPROPANAMIDE). Reaction SMILES: [Br:1][C:2]1[CH:7]=[CH:6][C:5]([CH:8]([OH:29])[CH2:9][CH2:10][N:11]2[CH2:16][CH2:15][CH:14]([C:17]3[CH:18]=[C:19]([NH:23][C:24](=[O:28])[CH:25]([CH3:27])[CH3:26])[CH:20]=[CH:21][CH:22]=3)[CH2:13][CH2:12]2)=[CH:4][CH:3]=1.[CH3:30][C:31]1[CH:36]=[CH:35][CH:34]=[CH:33][C:32]=1O>>[Br:1][C:2]1[CH:3]=[CH:4][C:5]([CH:8]([O:29][C:32]2[CH:33]=[CH:34][CH:35]=[CH:36][C:31]=2[CH3:30])[CH2:9][CH2:10][N:11]2[CH2:16][CH2:15][CH:14]([C:17]3[CH:18]=[C:19]([NH:23][C:24](=[O:28])[CH:25]([CH3:26])[CH3:27])[CH:20]=[CH:21][CH:22]=3)[CH2:13][CH2:12]2)=[CH:6][CH:7]=1. Procedure: Prepared by Procedure A and Scheme AN using N-(3-{1-[3-(4-bromophenyl)-3-hydroxypropyl]-4-piperidinyl}phenyl)-2-methylpropanamide and 2-methylphenol: ESMS m/e: 548.8 (M+H)+. Starting materials: [N+](=O)([O-])C1=C(C=CC=C1)S(=O)(=O)Cl (2-nitrobenzenesulfonyl chloride), FC(F)(F)SC=1C=C(N)C=CC1 (3-[(trifluoromethyl)sulfanyl]aniline). Product: [N+](=O)([O-])C1=C(C=CC=C1)S(=O)(=O)NC1=CC(=CC=C1)SC(F)(F)F (2-nitro-N-{3-[(trifluoromethyl)sulfanyl]phenyl}benzenesulfonamide). Isolated yield 66.0%. Reaction SMILES: [N+:1]([C:4]1[CH:9]=[CH:8][CH:7]=[CH:6][C:5]=1[S:10](Cl)(=[O:12])=[O:11])([O-:3])=[O:2].[F:14][C:15]([S:18][C:19]1[CH:20]=[C:21]([CH:23]=[CH:24][CH:25]=1)[NH2:22])([F:17])[F:16]>>[N+:1]([C:4]1[CH:9]=[CH:8][CH:7]=[CH:6][C:5]=1[S:10]([NH:22][C:21]1[CH:23]=[CH:24][CH:25]=[C:19]([S:18][C:15]([F:17])([F:14])[F:16])[CH:20]=1)(=[O:12])=[O:11])([O-:3])=[O:2]. Reported procedure: The title compound (1.26 g, 3.3 mmol) was prepared from 2-nitrobenzenesulfonyl chloride (1.1 g, 5.0 mmol) and 3-[(trifluoromethyl)sulfanyl]aniline (1.06 g, 5.5 mmol) using the methods of (IntA1), step 1.